Dataset: the Open Reaction Database (ORD), a public repository of structured organic reaction records. Task: describe an organic reaction: reactants, conditions, products, and yield Starting materials: C(=O)O.NCC1CCN(CC1)S(=O)(=O)C1=CC=C(C=C1)NC(=O)NCC1=C(C=CC(=C1)F)F (N-(4-{[4-(aminomethyl)-1-piperidinyl]sulfonyl}phenyl)-N′-(2,5-difluorobenzyl)urea formate), C(C)(C)(C)[Si](C1=CC=CC=C1)(C1=CC=CC=C1)OC1=CC=C(C=C1)OCC1OC1 (t-butyl-(4-oxiranylmethoxy-phenoxy)-diphenyl-silane). Yields the product FC1=C(CNC(=O)NC2=CC=C(C=C2)S(=O)(=O)N2CCC(CC2)CNC[C@@H](COC2=CC=C(C=C2)O)O)C=C(C=C1)F (1-(2,5-Difluoro-benzyl)-3-[4-(4-{[(2S)-2-hydroxy-3-(4-hydroxy-phenoxy)-propylamino]-methyl}-piperidine-1-sulfonyl)-phenyl]-urea). Procedure: N-(4-{[4-(aminomethyl)-1-piperidinyl]sulfonyl}phenyl)-N′-(2,5-difluorobenzyl)urea formate (0.433 g, 1.00 mmol) was reacted with t-butyl-(4-oxiranylmethoxy-phenoxy)-diphenyl-silane (0.404 g, 1.00 mmol) according to example 37 to give the title compound (0.084 g, 0.13 mmol). As a reaction SMILES: C(O)=O.[NH2:4][CH2:5][CH:6]1[CH2:11][CH2:10][N:9]([S:12]([C:15]2[CH:20]=[CH:19][C:18]([NH:21][C:22]([NH:24][CH2:25][C:26]3[CH:31]=[C:30]([F:32])[CH:29]=[CH:28][C:27]=3[F:33])=[O:23])=[CH:17][CH:16]=2)(=[O:14])=[O:13])[CH2:8][CH2:7]1.C([Si]([O:51][C:52]1[CH:57]=[CH:56][C:55]([O:58][CH2:59][CH:60]2[CH2:62][O:61]2)=[CH:54][CH:53]=1)(C1C=CC=CC=1)C1C=CC=CC=1)(C)(C)C>>[F:33][C:27]1[CH:28]=[CH:29][C:30]([F:32])=[CH:31][C:26]=1[CH2:25][NH:24][C:22]([NH:21][C:18]1[CH:17]=[CH:16][C:15]([S:12]([N:9]2[CH2:8][CH2:7][CH:6]([CH2:5][NH:4][CH2:62][C@H:60]([OH:61])[CH2:59][O:58][C:55]3[CH:56]=[CH:57][C:52]([OH:51])=[CH:53][CH:54]=3)[CH2:11][CH2:10]2)(=[O:13])=[O:14])=[CH:20][CH:19]=1)=[O:23] |f:0.1|. The yield is 13.0%. Reactants: O=C1NCN(C12CCN(CC2)C(=O)OC(C)(C)C)C2=CC=CC=C2 (tert-butyl 4-oxo-1-phenyl-1,3,8-triazaspiro[4.5]decane-8-carboxylate), Br[C@H](C(=O)OC)C1=CC=CC=C1 ((S)-methyl 2-bromo-2-phenylacetate), C([O-])([O-])=O.[K+].[K+] (potassium carbonate). The solvent is CN(C=O)C (N,N-dimethylformamide). Reaction conditions: temperature 65 celsius, time 2 hour. The product is COC([C@H](C1=CC=CC=C1)N1CN(C2(C1=O)CCN(CC2)C(=O)OC(C)(C)C)C2=CC=CC=C2)=O ((S)-tert-butyl 3-(2-methoxy-2-oxo-1-phenylethyl)-4-oxo-1-phenyl-1,3,8-triazaspiro[4.5]decane-8-carboxylate). Yield: 42.2%. RXN SMILES: [O:1]=[C:2]1[C:6]2([CH2:11][CH2:10][N:9]([C:12]([O:14][C:15]([CH3:18])([CH3:17])[CH3:16])=[O:13])[CH2:8][CH2:7]2)[N:5]([C:19]2[CH:24]=[CH:23][CH:22]=[CH:21][CH:20]=2)[CH2:4][NH:3]1.Br[C@@H:26]([C:31]1[CH:36]=[CH:35][CH:34]=[CH:33][CH:32]=1)[C:27]([O:29][CH3:30])=[O:28].C(=O)([O-])[O-].[K+].[K+]>CN(C)C=O>[CH3:30][O:29][C:27](=[O:28])[C@@H:26]([N:3]1[C:2](=[O:1])[C:6]2([CH2:7][CH2:8][N:9]([C:12]([O:14][C:15]([CH3:18])([CH3:17])[CH3:16])=[O:13])[CH2:10][CH2:11]2)[N:5]([C:19]2[CH:20]=[CH:21][CH:22]=[CH:23][CH:24]=2)[CH2:4]1)[C:31]1[CH:32]=[CH:33][CH:34]=[CH:35][CH:36]=1 |f:2.3.4|. Procedure details: A mixture of tert-butyl 4-oxo-1-phenyl-1,3,8-triazaspiro[4.5]decane-8-carboxylate (300 mg, 0.905 mmol, 1 equiv), (S)-methyl 2-bromo-2-phenylacetate (207.4 mg, 0.905 mmol, 1 equiv) and potassium carbonate (312.7 mg, 2.26 mmol, 2.5 equiv) in N,N-dimethylformamide was stirred at 65° C. for 2 hours. The reaction mixture was cooled to ambient temperature and the mixture was partitioned between ethyl acetate and water. The organic layer was further washed with brine, dried over MgSO4, and concentrated...